From a dataset of the Open Reaction Database (ORD), a public repository of structured organic reaction records. describe an organic reaction: reactants, conditions, products, and yield The reactants are FC(C1=CC(=CC=C1)N=C=O)(F)F (α,α,α-trifluro-m-tolyl isocyanate), FC(C=1C=C(N)C=CC1)(F)F (3-(Trifluoromethyl) aniline). Run in ClCCl (dichloromethane). Reaction conditions: time 8 hour. Yields the product FC(C=1C=C(C=CC1)NC(=O)NC1=CC(=CC=C1)C(F)(F)F)(F)F (1,3-Bis-(3-trifluoromethyl-phenyl)-urea). Isolated yield 97.0%. Reaction SMILES: [F:1][C:2]([F:13])([F:12])[C:3]1[CH:8]=[CH:7][CH:6]=[C:5]([N:9]=[C:10]=[O:11])[CH:4]=1.[F:14][C:15]([F:24])([F:23])[C:16]1[CH:17]=[C:18]([CH:20]=[CH:21][CH:22]=1)[NH2:19]>ClCCl>[F:1][C:2]([F:12])([F:13])[C:3]1[CH:4]=[C:5]([NH:9][C:10]([NH:19][C:18]2[CH:20]=[CH:21][CH:22]=[C:16]([C:15]([F:14])([F:23])[F:24])[CH:17]=2)=[O:11])[CH:6]=[CH:7][CH:8]=1. Procedure: In a round bottom flask under nitrogen, α,α,α-trifluro-m-tolyl isocyanate (3 g, 16 mmol) was dissolved in anhydrous dichloromethane (40 mL). 3-(Trifluoromethyl) aniline (2 g, 12.4 mmol) was added through a syringe at room temperature. A precipitate was formed 15 minutes after the completion of the addition. The reaction was left to stir overnight at room temperature. The next day the white solid was collected by filtration, washed with dichloromethane and dried. This solid corresponds to the des... Reactants: ice water, BrCCC1=CC(N(C2=CC=CC=C12)C)=O (4-(2-bromoethyl)-1-methyl-2(1H)-quinolinone), N1CCC(CC1)C1=CNC2=CC=CC=C12 (3-(4-piperidinyl)-1H-indole), C(O)([O-])=O.[Na+] (sodium hydrogencarbonate). Solvent: CN(C=O)C (dimethylformamide). The product is N1C=C(C2=CC=CC=C12)C1CCN(CC1)CCC1=CC(N(C2=CC=CC=C12)C)=O (4-[2-[4-(1H-indol-3-yl)-1-piperidinyl]ethyl]-1-methyl-2(1H)-quinolinone). Isolated yield 74.0%. RXN SMILES: Br[CH2:2][CH2:3][C:4]1[C:13]2[C:8](=[CH:9][CH:10]=[CH:11][CH:12]=2)[N:7]([CH3:14])[C:6](=[O:15])[CH:5]=1.[NH:16]1[CH2:21][CH2:20][CH:19]([C:22]2[C:30]3[C:25](=[CH:26][CH:27]=[CH:28][CH:29]=3)[NH:24][CH:23]=2)[CH2:18][CH2:17]1.C(=O)([O-])O.[Na+]>CN(C)C=O>[NH:24]1[C:25]2[C:30](=[CH:29][CH:28]=[CH:27][CH:26]=2)[C:22]([CH:19]2[CH2:20][CH2:21][N:16]([CH2:2][CH2:3][C:4]3[C:13]4[C:8](=[CH:9][CH:10]=[CH:11][CH:12]=4)[N:7]([CH3:14])[C:6](=[O:15])[CH:5]=3)[CH2:17][CH2:18]2)=[CH:23]1 |f:2.3|. Procedure details: A mixture of 4-(2-bromoethyl)-1-methyl-2(1H)-quinolinone (II-7) (500 mg, 1.88 mmol), 3-(4-piperidinyl)-1H-indole (376.5 mg, 1.88 mmol) and sodium hydrogencarbonate (236.9 mg, 2.82 mmol) in dry dimethylformamide 5 ml was allowed to react 90 ° C. for 3.5 hours. The reaction mixture was poured into ice-water and then the separated solid was filtered off by aspiration. The solid was washed with water and dried. The obtained solid was dissolved in developing solvent (chloroform: methanol=95:5) and pu...